Dataset: the Open Reaction Database (ORD), a public repository of structured organic reaction records. Task: describe an organic reaction: reactants, conditions, products, and yield Starting materials: C(C)(=O)C=1C=C2C(=CC(=NC2=C(C1O)CCC)C(=O)OC)SCC (Methyl 6-acetyl-4-ethylthio-7-hydroxy-8-propylquinoline-2-carboxylate). Reagents/catalysts: [Ni] (Raney Nickel). Yields the product C(C)(=O)C=1C=C2C=CC(=NC2=C(C1O)CCC)C(=O)OC (Methyl 6-acetyl-7-hydroxy-8-propylquinoline-2-carboxylate). The yield is 72.6%. RXN SMILES: [C:1]([C:4]1[CH:5]=[C:6]2[C:11](=[C:12]([CH2:15][CH2:16][CH3:17])[C:13]=1[OH:14])[N:10]=[C:9]([C:18]([O:20][CH3:21])=[O:19])[CH:8]=[C:7]2SCC)(=[O:3])[CH3:2]>[Ni]>[C:1]([C:4]1[CH:5]=[C:6]2[C:11](=[C:12]([CH2:15][CH2:16][CH3:17])[C:13]=1[OH:14])[N:10]=[C:9]([C:18]([O:20][CH3:21])=[O:19])[CH:8]=[CH:7]2)(=[O:3])[CH3:2]. Reported procedure: Methyl 6-acetyl-4-ethylthio-7-hydroxy-8-propylquinoline-2-carboxylate (1.0 g), was added to Raney Nickel (16 g wet wt; previously washed with ethanol) in dry ethanol (100 mls), and reflux for 11/2 hours. The catalyst was filtered off, and the filtrate evaporated to dryness. The residue was triturated with 40°-60° petroleum ether and the yellow solid collected by filtration to give 0.6 g of the sub-title product. A recrystallisation from ethanol gave 0.2 g, mp 110°-111°. Procedure details: The title compound was prepared according to the procedure described in step 1 of Example 7 from 5-fluoro-1-isopropyl-1H-indazole-3-carboxylic acid (step 2 of Example 11) and tert-butyl (2S,4S)-4-amino-2-(2-methoxy-2-oxoethyl)pyrrolidine-1-carboxylate (step 4 of Example 9). The product is FC=1C=C2C(=NN(C2=CC1)C(C)C)C(=O)N[C@H]1C[C@H](N(C1)C(=O)OC(C)(C)C)CC(=O)OC (tert-Butyl (2S,4S)-4-{[(5-fluoro-1-isopropyl-1H-indazol-3-yl)carbonyl]amino}-2-(2-methoxy-2-oxoethyl)pyrrolidine-1-carboxylate). Reaction SMILES: [F:1][C:2]1[CH:3]=[C:4]2[C:8](=[CH:9][CH:10]=1)[N:7]([CH:11]([CH3:13])[CH3:12])[N:6]=[C:5]2[C:14]([OH:16])=O.[NH2:17][C@@H:18]1[CH2:22][N:21]([C:23]([O:25][C:26]([CH3:29])([CH3:28])[CH3:27])=[O:24])[C@H:20]([CH2:30][C:31]([O:33][CH3:34])=[O:32])[CH2:19]1>>[F:1][C:2]1[CH:3]=[C:4]2[C:8](=[CH:9][CH:10]=1)[N:7]([CH:11]([CH3:12])[CH3:13])[N:6]=[C:5]2[C:14]([NH:17][C@@H:18]1[CH2:22][N:21]([C:23]([O:25][C:26]([CH3:27])([CH3:28])[CH3:29])=[O:24])[C@H:20]([CH2:30][C:31]([O:33][CH3:34])=[O:32])[CH2:19]1)=[O:16]. Reactants: FC=1C=C2C(=NN(C2=CC1)C(C)C)C(=O)O (5-fluoro-1-isopropyl-1H-indazole-3-carboxylic acid), N[C@H]1C[C@H](N(C1)C(=O)OC(C)(C)C)CC(=O)OC (tert-butyl (2S,4S)-4-amino-2-(2-methoxy-2-oxoethyl)pyrrolidine-1-carboxylate). Reactants: C(CCC)[Li] (n-butyl lithium), C(C)OC(CBr)OCC (bromoacetaldehyde diethyl acetal), S(=O)=O (Sulfur dioxide), 4- and 6-methoxy-2-sulfamoylbenzo[b]thiophenes, N (ammonia), COC=1C=C(C=CC1)S (m-methoxybenzenethiol), C(C)OC(CSC1=CC(=CC=C1)OC)OCC (1-[(2,2-diethoxy)ethylthio]-3-methoxybenzene), 4- and 6-methoxybenzo[b]thiophene-2-sulfonyl chlorides. Solvent: O1CCCC1 (tetrahydrofuran), CC(=O)C (acetone). The product is OCCOC1=CC2=C(SC(=C2)S(N)(=O)=O)C=C1 (5-(2-hydroxyethoxy)-2-sulfamoylbenzo[b]thiophene). Reaction SMILES: C(OC([O:7][CH2:8]C)CBr)C.[CH3:10][O:11][C:12]1[CH:13]=[C:14](S)[CH:15]=[CH:16][CH:17]=1.C(OC(OCC)C[S:24][C:25]1[CH:30]=CC=C(OC)C=1)C.C([Li])CCC.[S:41](=[O:43])=[O:42].[NH3:44]>O1CCCC1.CC(C)=O>[OH:7][CH2:8][CH2:10][O:11][C:12]1[CH:17]=[CH:16][C:15]2[S:24][C:25]([S:41](=[O:43])(=[O:42])[NH2:44])=[CH:30][C:14]=2[CH:13]=1. Procedure details: 6-Methoxy-2-sulfamoylbenzo[b]thiophene, a novel compound and a key intermediate for many of the other novel compounds of this invention, is obtained by reacting bromoacetaldehyde diethyl acetal in the presence of a base with at least a molar equivalent of m-methoxybenzenethiol in a suitable inert solvent, preferably acetone, at a temperature extending to reflux. After reaction is essentially complete the 1-[(2,2-diethoxy)ethylthio]-3-methoxybenzene obtained is collected and suitably extracted, w... RXN SMILES: [C:1]([CH3:2])([CH3:3])([CH3:4])[O:5][N:6]1[C:7](=[O:29])[c:8]2[cH:9][c:10]([N+:26](=[O:27])[O-:28])[cH:11][c:12]3[c:13]2[c:14]([cH:17][c:18]([Cl:25])[c:19]3[N:20]2[CH2:21][CH2:22][CH2:23][CH2:24]2)[C:15]1=[O:16].[F:30][C:31]([F:32])([F:33])[C:34]([OH:35])=[O:36].[OH2:37]>>[OH:5][N:6]1[C:7](=[O:29])[c:8]2[cH:9][c:10]([N+:26](=[O:27])[O-:28])[cH:11][c:12]3[c:13]2[c:14]([cH:17][c:18]([Cl:25])[c:19]3[N:20]2[CH2:21][CH2:22][CH2:23][CH2:24]2)[C:15]1=[O:16]. Product: O=C1c2cc([N+](=O)[O-])cc3c(N4CCCC4)c(Cl)cc(c23)C(=O)N1O. Starting materials: CC(C)(C)ON1C(=O)c2cc([N+](=O)[O-])cc3c(N4CCCC4)c(Cl)cc(c23)C1=O, O=C(O)C(F)(F)F, O. The reactants are COC(CC1NC(N(C1=O)CC1=CC=C(C=C1)C)=O)=O ([1-(4-methyl-benzyl)-2,5-dioxo-imidazolidin-4-yl]-acetic acid methyl ester), [H-].[Na+] (sodium hydride), C(CC)I (1-propyl iodide), resultant mixture. Run in CN(C)C=O (DMF). Conditions: time 15 minute. Yields the product COC(CC1N(C(N(C1=O)CC1=CC=C(C=C1)C)=O)CCC)=O ([1-(4-methyl-benzyl)-2,5-dioxo-3-propyl-imidazolidin-4-yl]-acetic acid methyl ester). Yield: 75.8%. RXN SMILES: [CH3:1][O:2][C:3](=[O:20])[CH2:4][CH:5]1[C:9](=[O:10])[N:8]([CH2:11][C:12]2[CH:17]=[CH:16][C:15]([CH3:18])=[CH:14][CH:13]=2)[C:7](=[O:19])[NH:6]1.[H-].[Na+].[CH2:23](I)[CH2:24][CH3:25]>CN(C=O)C>[CH3:1][O:2][C:3](=[O:20])[CH2:4][CH:5]1[C:9](=[O:10])[N:8]([CH2:11][C:12]2[CH:17]=[CH:16][C:15]([CH3:18])=[CH:14][CH:13]=2)[C:7](=[O:19])[N:6]1[CH2:23][CH2:24][CH3:25] |f:1.2|. Procedure details: A 0° C. solution of compound [1-(4-methyl-benzyl)-2,5-dioxo-imidazolidin-4-yl]-acetic acid methyl ester (1.60 g, 5.8 mmol) in DMF (28 mL) is treated with sodium hydride (60% dispersion, 0.25 g, 6.4 mmol) and warmed to room temperature and stirred under N2 for 15 minutes. The resultant mixture is cooled to 0° C. and then treated with 1-propyl iodide (1.08 g, 6.4 mmol) and then warmed to room temperature and stirred for 30 minutes. The reaction is quenched with aqueous 1 N HCl (28 mL) and then wor... Reactants: COC(CNC(C1=C(C=C(C(=C1)Cl)OC1=C(C=NC=C1)C(=O)N1CCN(C2=CC=CC=C12)C1CC1)Cl)=O)=O ({2,5-Dichloro-4-[3-(4-cyclopropyl-3,4-dihydro-2H-quinoxaline-1-carbonyl)-pyridin-4-yloxy]-benzoylamino}-acetic acid methyl ester), NCCO (2-amino-ethanol). Product: ClC1=C(C(=O)NCCO)C=C(C(=C1)OC1=C(C=NC=C1)C(=O)N1CCN(C2=CC=CC=C12)C1CC1)Cl (2,5-Dichloro-4-[3-(4-cyclopropyl-3,4-dihydro-2H-quinoxaline-1-carbonyl)-pyridin-4-yloxy]-N-(2-hydroxy-ethyl)-benzamide). The yield is 60.0%. Reaction SMILES: C[O:2][C:3](=O)[CH2:4][NH:5][C:6](=[O:37])[C:7]1[CH:12]=[C:11]([Cl:13])[C:10]([O:14][C:15]2[CH:20]=[CH:19][N:18]=[CH:17][C:16]=2[C:21]([N:23]2[C:32]3[C:27](=[CH:28][CH:29]=[CH:30][CH:31]=3)[N:26]([CH:33]3[CH2:35][CH2:34]3)[CH2:25][CH2:24]2)=[O:22])=[CH:9][C:8]=1[Cl:36].NCCO>>[Cl:36][C:8]1[CH:9]=[C:10]([O:14][C:15]2[CH:20]=[CH:19][N:18]=[CH:17][C:16]=2[C:21]([N:23]2[C:32]3[C:27](=[CH:28][CH:29]=[CH:30][CH:31]=3)[N:26]([CH:33]3[CH2:35][CH2:34]3)[CH2:25][CH2:24]2)=[O:22])[C:11]([Cl:13])=[CH:12][C:7]=1[C:6]([NH:5][CH2:4][CH2:3][OH:2])=[O:37]. Procedure details: The title compound was prepared in analogy to Example 1, from 2,5-dichloro-4-[3-(4-cyclopropyl-3,4-dihydro-2H-quinoxaline-1-carbonyl)-pyridin-4-yloxy]-benzoic acid (Example 29, intermediate) and 2-amino-ethanol (commercially available, CAS RN 141-43-5). The product was purified on a preparative HPLC system (Phenomenex Gemini column) using a gradient of acetonitrile:water (containing 0.05% formic acid) (10:90 to 98:2) to give the desired compound as a light brown foam (60%). MS (ESI): m/z=527.124...